This data is from the Open Reaction Database (ORD), a public repository of structured organic reaction records. The task is: describe an organic reaction: reactants, conditions, products, and yield Starting materials: C(C)(C)(C)OC([O-])=O (t-butyl-carbonate), COC1=CC=C(CN)C=C1 (p-methoxybenzylamine), C(C1=CC=CC=C1)Br (benzyl bromide), O[C@H]1[C@@H](OC([C@@H]([C@H]1O)OC)(C)C)OC1=CC=C2C=C(C(OC2=C1C)=O)NC(=O)C=1C=C(C(=CC1)OC)C1=CC(=CC=C1)C (N-(7-((2R,3R,4S,5R)-3,4-Dihydroxy-5-methoxy-6,6-dimethyltetrahydro-2H-pyran-2-yloxy)-8-methyl-2-oxo-2H-chromen-3-yl)-6-methoxy-3′-methylbiphenyl-3-carboxamide). The reagents and catalysts are [Cu]I (CuI), N1[C@H](C(=O)O)CCC1 (L-(−)-proline). Product: O[C@H]1[C@@H](OC([C@@H]([C@H]1O)OC)(C)C)OC1=CC=C2C=C(C(OC2=C1C)=O)NC(=O)C=1C=C(C(=CC1)OC)C1=CC=C(C=C1)C (N-(7-((2R,3R,4S,5R)-3,4-Dihydroxy-5-methoxy-6,6-dimethyltetrahydro-2H-pyran-2-yloxy)-8-methyl-2-oxo-2H-chromen-3-yl)-6-methoxy-4′-methylbiphenyl-3-carboxamide). Reaction SMILES: [C:1](OC(=O)[O-])(C)(C)C.C(Br)C1C=CC=CC=1.[OH:17][C@@H:18]1[C@H:23]([OH:24])[C@@H:22]([O:25][CH3:26])[C:21]([CH3:28])([CH3:27])[O:20][C@H:19]1[O:29][C:30]1[C:39]([CH3:40])=[C:38]2[C:33]([CH:34]=[C:35]([NH:42][C:43]([C:45]3[CH:46]=[C:47]([C:53]4[CH:58]=[CH:57][CH:56]=[C:55](C)[CH:54]=4)[C:48]([O:51][CH3:52])=[CH:49][CH:50]=3)=[O:44])[C:36](=[O:41])[O:37]2)=[CH:32][CH:31]=1.COC1C=CC(CN)=CC=1>[Cu]I.N1CCC[C@H]1C(O)=O>[OH:17][C@@H:18]1[C@H:23]([OH:24])[C@@H:22]([O:25][CH3:26])[C:21]([CH3:28])([CH3:27])[O:20][C@H:19]1[O:29][C:30]1[C:39]([CH3:40])=[C:38]2[C:33]([CH:34]=[C:35]([NH:42][C:43]([C:45]3[CH:46]=[C:47]([C:53]4[CH:54]=[CH:55][C:56]([CH3:1])=[CH:57][CH:58]=4)[C:48]([O:51][CH3:52])=[CH:49][CH:50]=3)=[O:44])[C:36](=[O:41])[O:37]2)=[CH:32][CH:31]=1. Procedure details: In this example, novobiocin analogues containing a quinoline or naphthalene ring in lieu of the 8-methylcoumarin of novobiocin were synthesized to probe the importance of the coumarin lactone moiety in binding the Hsp90 C-terminus, as well as to potentially circumvent the limited solubility of coumarin-containing analogues. Protection of the phenol in 27 as the t-butyl-carbonate served two purposes as shown in the scheme below. See Hansen, M. M.; Riggs, J. R., Tetrahedron Lett. 39 2705-2706 (199...